From a dataset of the Open Reaction Database (ORD), a public repository of structured organic reaction records. describe an organic reaction: reactants, conditions, products, and yield Starting materials: FC(C=1C=C(C(=NC1)N)I)(F)F (5-(trifluoromethyl)-3-iodopyridin-2-amine), cuprous cyanide, CN(C=O)C (N,N-dimethylformamide). The solvent is C(C)(=O)OCC (ethyl acetate). The product is desired product, NC1=NC=C(C=C1C#N)C(F)(F)F (2-amino-5-(trifluoromethyl)pyridine-3-carbonitrile). Reaction SMILES: [F:1][C:2]([F:12])([F:11])[C:3]1[CH:4]=[C:5](I)[C:6]([NH2:9])=[N:7][CH:8]=1.[CH3:13][N:14](C)C=O>C(OCC)(=O)C>[NH2:9][C:6]1[C:5]([C:13]#[N:14])=[CH:4][C:3]([C:2]([F:12])([F:11])[F:1])=[CH:8][N:7]=1. Procedure: A solution of 5-(trifluoromethyl)pyridin-2-amine (3-a with R4=CF3, 1.6 g, 9.87 mmol) (Maybridge Chemical company, Cornwall, England) in N,N-dimethylformamide (30 mL) was treated at room temperature with silver sulfate (3.1 g, 9.87 mmol) and iodine (2.5 g, 9.87 mol). The reaction mixture was stirred for 14 h and filtered. The filtrated solution was concentrated in vacuo. The residue was chromatographed (SiO2, 25% ethyl acetate in hexanes) to give 5-(trifluoromethyl)-3-iodopyridin-2-amine (3-b, wi... The reactants are C(C)(=O)OC(C)=O (Acetic anhydride), CNC1=NC=C(C=C1)[N+](=O)[O-] (methyl-(5-nitro-pyridin-2-yl)-amine), N1=CC=CC=C1 (pyridine). The reagents and catalysts are CN(C1=CC=NC=C1)C (4-dimethylamino-pyridine). Run in C(Cl)Cl (methylene chloride). Yields the product CN(C(C)=O)C1=NC=C(C=C1)[N+](=O)[O-] (N-methyl-N-(5-nitro-pyridin-2-yl)-acetamide). Reaction SMILES: C(O[C:5](=[O:7])[CH3:6])(=O)C.[CH3:8][NH:9][C:10]1[CH:15]=[CH:14][C:13]([N+:16]([O-:18])=[O:17])=[CH:12][N:11]=1.N1C=CC=CC=1>CN(C)C1C=CN=CC=1.C(Cl)Cl>[CH3:8][N:9]([C:10]1[CH:15]=[CH:14][C:13]([N+:16]([O-:18])=[O:17])=[CH:12][N:11]=1)[C:5](=[O:7])[CH3:6]. Procedure details: A solution of 2-bromo-5-nitro-pyridine (4 g, 19.7 mmol) and methylamine (2 M in THF, 15 mL, 30 mmol) in methylene chloride (40 mL) was heated at 50 degrees overnight. After cooling to room temperature, the reaction mixture was concentrated to give methyl-(5-nitro-pyridin-2-yl)-amine that was used in the following step without purification. Acetic anhydride (9.3 mL, 98.5 mmol) was added to the solution of methyl-(5-nitro-pyridin-2-yl)-amine (3.01 g, 19.7 mmol), pyridine (24 mL, 197 mmol), and a c...